Dataset: the Open Reaction Database (ORD), a public repository of structured organic reaction records. Task: describe an organic reaction: reactants, conditions, products, and yield Starting materials: C=O (formaldehyde), C=O (formaldehyde), C=O.C1(=CC=CC=C1)O.O (phenol-formaldehyde water), C=O (formaldehyde), solution, C1(=CC=CC=C1)O (phenol), C=O (formaldehyde), C=O (formaldehyde). Run in O (water), O (Water), O (water). The product is C=O.C1(=CC=CC=C1)O (PHENOL-FORMALDEHYDE). As a reaction SMILES: C=O.[C:3]1([OH:9])C=CC=CC=1.C=O.[C:12]1([OH:18])[CH:17]=[CH:16][CH:15]=[CH:14][CH:13]=1.O>O>[CH2:3]=[O:9].[C:12]1([OH:18])[CH:17]=[CH:16][CH:15]=[CH:14][CH:13]=1 |f:2.3.4,6.7|. Procedure: A resole phenol-formaldehyde resin is produced as follows: There is placed in a reaction kettle a mixture comprising 55% by weight of phenol (98% conc.) with 45% by weight of a 50% formaldehyde in water. A more dilute solution of formaldehyde in water can be used producing similar results, such as the commercial 37% formaldehyde solution commonly used in the resin industry. Water may, if required, be vacuum distilled off to produce a resin with the desired amount of water remaining. The maximum ... The reactants are C1(=CC=CC=C1)CN1CCC2(CCN(CC2)CC(=O)OC(C)(C)C)CC1 (tert.-butyl (9-phenylmethyl-3,9-diazaspiro[5.5]undec-3-yl)acetate), C(C)(=O)O (acetic acid), Pd(II) hydroxide. The solvent is C(C)O (ethanol). Yields the product C1CN(CCC12CCNCC2)CC(=O)OC(C)(C)C (tert.-butyl (3,9-diazaspiro[5.5]undec-3-yl)acetate). Reaction SMILES: C1(C[N:8]2[CH2:26][CH2:25][C:11]3([CH2:16][CH2:15][N:14]([CH2:17][C:18]([O:20][C:21]([CH3:24])([CH3:23])[CH3:22])=[O:19])[CH2:13][CH2:12]3)[CH2:10][CH2:9]2)C=CC=CC=1.C(O)(=O)C>C(O)C>[CH2:16]1[C:11]2([CH2:25][CH2:26][NH:8][CH2:9][CH2:10]2)[CH2:12][CH2:13][N:14]([CH2:17][C:18]([O:20][C:21]([CH3:24])([CH3:23])[CH3:22])=[O:19])[CH2:15]1. Procedure details: To a solution of 9.3 g (25.9 mmol) of the compound from Step E in 400 ml dry ethanol were added 1.5 ml acetic acid and 0.7 g Pd(II) hydroxide. The mixture was filled into an autoclave and hydrogenated at 50 atm and 50° C. for 18 h. The solvent was removed under reduced pressure, and the residue was stirred with saturated aqueous sodium bicarbonate solution. It was extracted five times with 100 ml tert.-butylmethylether followed by three extractions with 100 ml dichloromethane. The extracts were ...